From a dataset of the Open Reaction Database (ORD), a public repository of structured organic reaction records. describe an organic reaction: reactants, conditions, products, and yield The reactants are O1CC(CC1)=O (dihydrofuran-3(2H)-one), II (iodine), Cl.C1(CCC1)CN (cyclobutylmethanamine hydrochloride), [S-]C#N.[K+] (potassium thiocyanate). The solvent is C(C)N(CC)CC (triethylamine). Yields the product C1(CCC1)CN1C(SC2=C1COC2)=N (3-(cyclobutylmethyl)-4,6-dihydrofuro[3,4-d]thiazol-2(3H)-imine). As a reaction SMILES: [O:1]1[CH2:5][CH2:4][C:3](=O)[CH2:2]1.Cl.[CH:8]1([CH2:12][NH2:13])[CH2:11][CH2:10][CH2:9]1.[S-:14][C:15]#[N:16].[K+].II>C(N(CC)CC)C>[CH:8]1([CH2:12][N:13]2[C:3]3[CH2:2][O:1][CH2:5][C:4]=3[S:14][C:15]2=[NH:16])[CH2:11][CH2:10][CH2:9]1 |f:1.2,3.4|. Reported procedure: Commercially available dihydrofuran-3(2H)-one (Small Molecules Inc.), triethylamine, cyclobutylmethanamine hydrochloride (prepared from cyclobutanecarbonitrile as described in WO 2005075464), potassium thiocyanate (Aldrich) and iodine (EMD chemicals) were processed using the method described in Example 17A to afford the title compound. LC/MS (ESI+) m/z 211 (M+H)+. The reactants are O1CCOC2=C1C=CC(=C2)NC2=NC=CC(=C2)I ((2,3-dihydro-benzo[1,4]dioxin-6-yl)-(4-iodo-pyridin-2-yl)-amine), Example 401 ( b ), C(C)(=O)C1=CC=C(C=C1)B(O)O (4-actylphenylboronic acid). The reagents and catalysts are [Pd].C1(=CC=CC=C1)P(C1=CC=CC=C1)C1=CC=CC=C1.C1(=CC=CC=C1)P(C1=CC=CC=C1)C1=CC=CC=C1.C1(=CC=CC=C1)P(C1=CC=CC=C1)C1=CC=CC=C1.C1(=CC=CC=C1)P(C1=CC=CC=C1)C1=CC=CC=C1 (tetrakis (triphenylphosphine) palladium (0)). Run in COCCOC (1,2-dimethoxyethane). Run at temperature 90 celsius. The product is O1CCOC2=C1C=CC(=C2)NC2=NC=CC(=C2)C2=CC=C(C=C2)C(C)=O (1-{4-[2-(2,3-Dihydro-benzo[1,4]dioxin-6-ylamino)-pyridin-4-yl]-phenyl}-ethanone). RXN SMILES: [O:1]1[C:6]2[CH:7]=[CH:8][C:9]([NH:11][C:12]3[CH:17]=[C:16](I)[CH:15]=[CH:14][N:13]=3)=[CH:10][C:5]=2[O:4][CH2:3][CH2:2]1.[C:19]([C:22]1[CH:27]=[CH:26][C:25](B(O)O)=[CH:24][CH:23]=1)(=[O:21])[CH3:20]>[Pd].C1(P(C2C=CC=CC=2)C2C=CC=CC=2)C=CC=CC=1.C1(P(C2C=CC=CC=2)C2C=CC=CC=2)C=CC=CC=1.C1(P(C2C=CC=CC=2)C2C=CC=CC=2)C=CC=CC=1.C1(P(C2C=CC=CC=2)C2C=CC=CC=2)C=CC=CC=1.COCCOC>[O:1]1[C:6]2[CH:7]=[CH:8][C:9]([NH:11][C:12]3[CH:17]=[C:16]([C:25]4[CH:26]=[CH:27][C:22]([C:19](=[O:21])[CH3:20])=[CH:23][CH:24]=4)[CH:15]=[CH:14][N:13]=3)=[CH:10][C:5]=2[O:4][CH2:3][CH2:2]1 |f:2.3.4.5.6|. Reported procedure: Following the similar procedure described for Example 401(c), the mixture of (2,3-dihydro-benzo[1,4]dioxin-6-yl)-(4-iodo-pyridin-2-yl)-amine (Example 401 (b), 0.73 g, 2.1 mmol), tetrakis (triphenylphosphine) palladium (0) (Aldrich Chemical Company) (0.12 g, 0.11 mmol), 4-actylphenylboronic acid (Aldrich Chemical Company) (0.41 g, 2.5 mmol) and 1,2-dimethoxyethane (20 mL) gave, after heated at 90° C. overnight and purification on a Biotage 40M column (3:1 hexane:EtOAc), the title compound as a li... Reactants: BrC=1C=C2C=NNC2=CC1 (5-bromoindazole), CC1(OB(OC1(C)C)C=1CCN(CC1)C(=O)OC(C)(C)C)C (tert-butyl 4-(4,4,5,5-tetramethyl-1,3,2-dioxaborolan-2-yl)-3,6-dihydropyridine-1(2H)-carboxylate), C([O-])([O-])=O.[K+].[K+] (potassium carbonate). Run at temperature 90 celsius. Procedure details: A suspension of 5-bromoindazole (Combi-blocks; 3.0 g; 15.2 mmol; 1.0 eq.), tert-butyl 4-(4,4,5,5-tetramethyl-1,3,2-dioxaborolan-2-yl)-3,6-dihydropyridine-1(2H)-carboxylate (Frontier Scientific; 6.59 g; 21.3 mmol; 1.4 eq.), 1,1′-bis-(diphenylphosphino)ferrocene (1.11 g; 1.52 mmol; 0.1 eq.) and potassium carbonate (6.31 g; 45.7 mmol; 3.0 eq.) in degassed dioxane (60 mL) and water (30 mL) was heated at 90° C. for 24 h. The reaction mixture was cooled, diluted with DCM and filtered through a celite ... Yields the product N1N=CC2=CC(=CC=C12)C=1CCN(CC1)C(=O)OC(C)(C)C (tert-butyl 4-(1H-indazol-5-yl)-3,6-dihydropyridine-1(2H)-carboxylate). The reagents and catalysts are C1(=CC=CC=C1)P([C-]1C=CC=C1)C1=CC=CC=C1.[C-]1(C=CC=C1)P(C1=CC=CC=C1)C1=CC=CC=C1.[Fe+2] (1,1′-bis-(diphenylphosphino)ferrocene). RXN SMILES: Br[C:2]1[CH:3]=[C:4]2[C:8](=[CH:9][CH:10]=1)[NH:7][N:6]=[CH:5]2.CC1(C)C(C)(C)OB([C:19]2[CH2:20][CH2:21][N:22]([C:25]([O:27][C:28]([CH3:31])([CH3:30])[CH3:29])=[O:26])[CH2:23][CH:24]=2)O1.C(=O)([O-])[O-].[K+].[K+]>O1CCOCC1.O.C(Cl)Cl.C1(P(C2C=CC=CC=2)[C-]2C=CC=C2)C=CC=CC=1.[C-]1(P(C2C=CC=CC=2)C2C=CC=CC=2)C=CC=C1.[Fe+2]>[NH:7]1[C:8]2[C:4](=[CH:3][C:2]([C:19]3[CH2:24][CH2:23][N:22]([C:25]([O:27][C:28]([CH3:31])([CH3:30])[CH3:29])=[O:26])[CH2:21][CH:20]=3)=[CH:10][CH:9]=2)[CH:5]=[N:6]1 |f:2.3.4,8.9.10|. Run in O1CCOCC1 (dioxane), O (water), C(Cl)Cl (DCM). The reactants are O=C(O)C(=O)O, CO, COC(=O)c1cc([N+](=O)[O-])ccc1OCCCN1CCN(c2cc(=O)n(C)c(=O)n2C)CC1, Cl, [Na+], [OH-]. The product is Cn1c(N2CCN(CCCOc3ccc([N+](=O)[O-])cc3C(=O)O)CC2)cc(=O)n(C)c1=O. RXN SMILES: [C:1]([OH:2])(=[O:3])[C:4]([OH:5])=[O:6].[CH3:43][OH:44].[CH3:7][n:8]1[c:9](=[O:39])[n:10]([CH3:38])[c:11](=[O:37])[cH:12][c:13]1[N:14]1[CH2:15][CH2:16][N:17]([CH2:20][CH2:21][CH2:22][O:23][c:24]2[c:25]([C:33](=[O:34])[O:35][CH3:36])[cH:26][c:27]([N+:30](=[O:31])[O-:32])[cH:28][cH:29]2)[CH2:18][CH2:19]1.[ClH:42].[Na+:41].[OH-:40]>>[CH3:7][n:8]1[c:9](=[O:39])[n:10]([CH3:38])[c:11](=[O:37])[cH:12][c:13]1[N:14]1[CH2:15][CH2:16][N:17]([CH2:20][CH2:21][CH2:22][O:23][c:24]2[c:25]([C:33](=[O:34])[OH:35])[cH:26][c:27]([N+:30](=[O:31])[O-:32])[cH:28][cH:29]2)[CH2:18][CH2:19]1. Reactants: C(C)(C)[C@]1(C[C@@H](CC1)NC(OC(C)(C)C)=O)C(=O)N1CCC(=CC1)C=1C=NC=C(C1)C(F)(F)F (tert-Butyl ((1R,3S)-3-isopropyl-3-{[5-(trifluoromethyl)-3′,6′-dihydro-3,4′-bipyridin-1′(2′H)-yl]carbonyl}cyclopentyl)carbamate). Solvent: solution, Cl (HCl), O1CCOCC1 (1,4-dioxane). Reaction conditions: time 1 hour. The product is C(C)(C)[C@]1(C[C@@H](CC1)N)C(=O)N1CCC(=CC1)C=1C=NC=C(C1)C(F)(F)F ((1R,3S)-3-Isopropyl-3-{[5-(trifluoromethyl)-3′,6′-dihydro-3,4′-bipyridin-1′(2′H)-yl]carbonyl}cyclopentanamine). Isolated yield 147.4%. As a reaction SMILES: [CH:1]([C@:4]1([C:17]([N:19]2[CH2:24][CH:23]=[C:22]([C:25]3[CH:26]=[N:27][CH:28]=[C:29]([C:31]([F:34])([F:33])[F:32])[CH:30]=3)[CH2:21][CH2:20]2)=[O:18])[CH2:8][CH2:7][C@@H:6]([NH:9]C(=O)OC(C)(C)C)[CH2:5]1)([CH3:3])[CH3:2]>Cl.O1CCOCC1>[CH:1]([C@:4]1([C:17]([N:19]2[CH2:20][CH:21]=[C:22]([C:25]3[CH:26]=[N:27][CH:28]=[C:29]([C:31]([F:34])([F:33])[F:32])[CH:30]=3)[CH2:23][CH2:24]2)=[O:18])[CH2:8][CH2:7][C@@H:6]([NH2:9])[CH2:5]1)([CH3:3])[CH3:2]. Reported procedure: tert-Butyl ((1R,3S)-3-isopropyl-3-{[5-(trifluoromethyl)-3′,6′-dihydro-3,4′-bipyridin-1′(2′H)-yl]carbonyl}cyclopentyl)carbamate (24.0 mg, 0.0498 mmol) was dissolved in a 4 M solution of HCl in 1,4-dioxane (2.0 mL) to form a light yellow clear solution. After being stirred at room temperature for 1 h, the reaction mixture was concentrated in vacuo. The residue was treated with a 1 M solution of NaOH and the solution was extracted with methylene chloride three times. The extracts were dried, filter...